Task: describe an organic reaction: reactants, conditions, products, and yield. Dataset: the Open Reaction Database (ORD), a public repository of structured organic reaction records As a reaction SMILES: [Cl:1][C:2]1[CH:3]=[CH:4][C:5]([C:14]([N:16]2[CH2:21][CH2:20][CH:19]([N:22]([CH3:31])[CH2:23][CH2:24][C:25]3[CH:30]=[CH:29][CH:28]=[CH:27][CH:26]=3)[CH2:18][CH2:17]2)=[O:15])=[C:6]2[C:10]=1[NH:9][C:8](=[O:11])[CH:7]2SC>[Ni].CO>[ClH:1].[Cl:1][C:2]1[CH:3]=[CH:4][C:5]([C:14]([N:16]2[CH2:17][CH2:18][CH:19]([N:22]([CH3:31])[CH2:23][CH2:24][C:25]3[CH:26]=[CH:27][CH:28]=[CH:29][CH:30]=3)[CH2:20][CH2:21]2)=[O:15])=[C:6]2[C:10]=1[NH:9][C:8](=[O:11])[CH2:7]2 |f:3.4|. The reactants are ClC=1C=CC(=C2C(C(NC12)=O)SC)C(=O)N1CCC(CC1)N(CCC1=CC=CC=C1)C (7-chloro-3-methylthio-4-{4-[N-methyl-N-(2-phenylethyl)amino]-1-piperidinylcarbonyl}-oxindole). The solvent is CO (methanol). Reagents/catalysts: [Ni] (Raney nickel). Procedure: 1.50 g of 7-chloro-3-methylthio-4-{4-[N-methyl-N-(2-phenylethyl)amino]-1-piperidinylcarbonyl}-oxindole was added to a suspension of 15 g of Raney nickel in 30 ml of methanol. The mixture was stirred at room temperature for 1 hour. The Raney nickel was separated by decantation and washed with methanol. The decanted solution and the washings were combined and concentrated under reduced pressure. The residue was purified by a silica gel column chromatography (eluant: methylene chloride/methanol=30/... The yield is 85.8%. Yields the product Cl.ClC=1C=CC(=C2CC(NC12)=O)C(=O)N1CCC(CC1)N(CCC1=CC=CC=C1)C (7-chloro-4-{4-[N-methyl-N-(2-phenylethyl)amino]-1-piperidinylcarbonyl}oxindole hydrochloride). Run at time 1 hour. The reactants are CSCCC(N)C(=O)OC(C)(C)C, O=C(O)c1ccc(C(OCCn2ccnc2)c2nccs2)cc1-c1ccc(F)cc1. Yields the product CSCCC(NC(=O)c1ccc(C(OCCn2ccnc2)c2nccs2)cc1-c1ccc(F)cc1)C(=O)OC(C)(C)C. Reaction SMILES: [C:31]([CH3:32])([CH3:33])([CH3:34])[O:35][C:36]([CH:37]([NH2:38])[CH2:39][CH2:40][S:41][CH3:42])=[O:43].[F:1][c:2]1[cH:3][cH:4][c:5](-[c:8]2[c:9]([C:10](=[O:11])[OH:12])[cH:13][cH:14][c:15]([CH:17]([c:18]3[s:19][cH:20][cH:21][n:22]3)[O:23][CH2:24][CH2:25][n:26]3[cH:27][n:28][cH:29][cH:30]3)[cH:16]2)[cH:6][cH:7]1>>[F:1][c:2]1[cH:3][cH:4][c:5](-[c:8]2[c:9]([C:10](=[O:12])[NH:38][CH:37]([C:36]([O:35][C:31]([CH3:32])([CH3:33])[CH3:34])=[O:43])[CH2:39][CH2:40][S:41][CH3:42])[cH:13][cH:14][c:15]([CH:17]([c:18]3[s:19][cH:20][cH:21][n:22]3)[O:23][CH2:24][CH2:25][n:26]3[cH:27][n:28][cH:29][cH:30]3)[cH:16]2)[cH:6][cH:7]1. Product: ClC1=NC=C(C(=N1)NC1=CC=C(C=C1)C(F)(F)F)F (2-chloro-5-fluoro-N4-(4-trifluoromethylphenyl)-4-pyrimidineamine). Procedure details: In like manner to the preparation of 2-chloro-5-fluoro-N4-[3-(1H-tetrazol-5-yl)phenyl]-4-pyrimidineamine the reaction of 2,4-dichloro-5-fluoropyrimidine with 4-trifluoromethylaniline gave 2-chloro-5-fluoro-N4-(4-trifluoromethylphenyl)-4-pyrimidineamine. 1H NMR (CDCl3): δ 8.15 (d, 2.1 Hz), 7.80 (d, 2H, J=7.1 Hz), 7.66 (d, 2H, J=9 Hz), 7.10 (bs, 1H); 19F NMR (CDCl3): −17682 and −44362; LCMS: purity: 91% and MS (m/z): 292 (MH+). The reactants are ClC1=NC=C(C(=N1)Cl)F (2,4-dichloro-5-fluoropyrimidine), FC(C1=CC=C(N)C=C1)(F)F (4-trifluoromethylaniline). RXN SMILES: [Cl:1][C:2]1[N:7]=[C:6](Cl)[C:5]([F:9])=[CH:4][N:3]=1.[F:10][C:11]([F:20])([F:19])[C:12]1[CH:18]=[CH:17][C:15]([NH2:16])=[CH:14][CH:13]=1>>[Cl:1][C:2]1[N:7]=[C:6]([NH:16][C:15]2[CH:17]=[CH:18][C:12]([C:11]([F:10])([F:19])[F:20])=[CH:13][CH:14]=2)[C:5]([F:9])=[CH:4][N:3]=1. The reactants are C(C)[Mg]Br (Ethyl magnesium bromide), IC=1N=CN(C1)C(C1=CC=CC=C1)(C1=CC=CC=C1)C1=CC=CC=C1 (4-iodo-1-tritylimidazole), CC=1SC(=C2C1CCCC2=O)C (1,3-dimethyl-4-keto-4,5,6,7-tetrahydrobenzo[c]thiophene). Solvent: C(Cl)Cl (methylene chloride), C(Cl)Cl (methylene chloride), CCOC(=O)C (EtOAc). Yields the product C(C1=CC=CC=C1)(C1=CC=CC=C1)(C1=CC=CC=C1)N1C=NC(=C1)C1(CCCC2=C(SC(=C21)C)C)O (4-(1-tritylimidazol-4-yl)-1,3-dimethyl-4,5,6,7-tetrahydrobenzo[c]thiophen-4-ol). The yield is 93.6%. As a reaction SMILES: C([Mg]Br)C.I[C:6]1[N:7]=[CH:8][N:9]([C:11]([C:24]2[CH:29]=[CH:28][CH:27]=[CH:26][CH:25]=2)([C:18]2[CH:23]=[CH:22][CH:21]=[CH:20][CH:19]=2)[C:12]2[CH:17]=[CH:16][CH:15]=[CH:14][CH:13]=2)[CH:10]=1.[CH3:30][C:31]1[S:32][C:33]([CH3:41])=[C:34]2[C:39](=[O:40])[CH2:38][CH2:37][CH2:36][C:35]=12>C(Cl)Cl.CCOC(C)=O>[C:11]([N:9]1[CH:10]=[C:6]([C:39]2([OH:40])[C:34]3[C:35](=[C:31]([CH3:30])[S:32][C:33]=3[CH3:41])[CH2:36][CH2:37][CH2:38]2)[N:7]=[CH:8]1)([C:24]1[CH:29]=[CH:28][CH:27]=[CH:26][CH:25]=1)([C:18]1[CH:23]=[CH:22][CH:21]=[CH:20][CH:19]=1)[C:12]1[CH:17]=[CH:16][CH:15]=[CH:14][CH:13]=1. Procedure: Ethyl magnesium bromide (15.5 mL, 15.5 mmol) was added slowly to a solution of 4-iodo-1-tritylimidazole (4.8 g, 11.1 mmol, prepared as described by Turner and Lindel, J. Org. Chem. 1991, 56, 5739-5740) in methylene chloride (100 mL), and stirred at room temperature. After 30 min a solution of 1,3-dimethyl-4-keto-4,5,6,7-tetrahydrobenzo[c]thiophene (2 g, 11.1 mmol, prepared as described by Cagnaiant, et. al. Bull. Soc. Chim. France, 1970, 322-331) in methylene chloride (10 mL) was added slowly an... Starting materials: ClC=1C=C(C=CC1Cl)N\N=C(\C(=O)OC)/C(CC(=O)OC)=O ((E)-Dimethyl 2-(2-(3,4-dichlorophenyl)hydrazono)-3-oxopentanedioate), O (water). The solvent is ClC1=C(C=CC=C1)Cl (1, 2 dichlorobenzene). Run at time 1 hour. The product is ClC=1C=C(C=CC1Cl)N1N=C(C(=CC1=O)O)C(=O)OC (methyl 1-(3,4-dichlorophenyl)-4-hydroxy-6-oxo-1,6-dihydropyridazine-3-carboxylate). The yield is 61.3%. As a reaction SMILES: [Cl:1][C:2]1[CH:3]=[C:4]([NH:9]/[N:10]=[C:11](\[C:16](=[O:22])[CH2:17][C:18](OC)=[O:19])/[C:12]([O:14][CH3:15])=[O:13])[CH:5]=[CH:6][C:7]=1[Cl:8].O>ClC1C=CC=CC=1Cl>[Cl:1][C:2]1[CH:3]=[C:4]([N:9]2[C:18](=[O:19])[CH:17]=[C:16]([OH:22])[C:11]([C:12]([O:14][CH3:15])=[O:13])=[N:10]2)[CH:5]=[CH:6][C:7]=1[Cl:8]. Procedure: (E)-Dimethyl 2-(2-(3,4-dichlorophenyl)hydrazono)-3-oxopentanedioate (6.7 g, 19.3 mmol) in 1, 2 dichlorobenzene (20 mL) was heated at 180° C. overnight. After cooling, the reaction to room temperature, water 50 mL was added to the reaction mixture and it was stirred for 1 hour. The product was collected by filtration and further washed with water 20 mL and methanol (10 mL×3), then dried overnight under reduce pressure to yield 3.73 g (55.2%) of methyl 1-(3,4-dichlorophenyl)-4-hydroxy-6-oxo-1,6-di... Reactants: ClC(Cl)(Cl)Cl, N#Cc1ccc(OCCCO)c(F)c1, BrP(Br)Br. Yields the product N#Cc1ccc(OCCCBr)c(F)c1. RXN SMILES: [C:19]([Cl:20])([Cl:21])([Cl:22])[Cl:23].[F:5][c:6]1[cH:7][c:8]([C:9]#[N:10])[cH:11][cH:12][c:13]1[O:14][CH2:15][CH2:16][CH2:17][OH:18].[P:1]([Br:2])([Br:3])[Br:4]>>[Br:2][CH2:17][CH2:16][CH2:15][O:14][c:13]1[c:6]([F:5])[cH:7][c:8]([C:9]#[N:10])[cH:11][cH:12]1. Reactants: O=C(O)C(=Cc1ccccc1)NC(=O)c1ccccc1, CC(=O)[CH-]C(C)=O, CCO, C1=CCCCCC=C1, [H][H], [Rh], CC(C)C(CP(c1ccccc1)c1ccccc1)P(c1ccccc1)c1ccccc1. Yields the product O=C(NC(Cc1ccccc1)C(=O)O)c1ccccc1. RXN SMILES: [C:1]([c:2]1[cH:3][cH:4][cH:5][cH:6][cH:7]1)(=[O:8])[NH:9][C:10]([C:11](=[O:12])[OH:13])=[CH:14][c:15]1[cH:16][cH:17][cH:18][cH:19][cH:20]1.[CH-:66]([C:67](=[O:68])[CH3:69])[C:70](=[O:71])[CH3:72].[CH3:23][CH2:24][OH:25].[CH:58]1=[CH:65][CH:64]=[CH:63][CH2:62][CH2:61][CH2:60][CH2:59]1.[H:21][H:22].[Rh:26].[c:27]1([P:28]([c:29]2[cH:30][cH:31][cH:32][cH:33][cH:34]2)[CH2:35][CH:36]([P:37]([c:38]2[cH:39][cH:40][cH:41][cH:42][cH:43]2)[c:44]2[cH:45][cH:46][cH:47][cH:48][cH:49]2)[CH:50]([CH3:51])[CH3:52])[cH:53][cH:54][cH:55][cH:56][cH:57]1>>[C:1]([c:2]1[cH:3][cH:4][cH:5][cH:6][cH:7]1)(=[O:8])[NH:9][CH:10]([C:11](=[O:12])[OH:13])[CH2:14][c:15]1[cH:16][cH:17][cH:18][cH:19][cH:20]1. Reactants: C[O-], CC(=O)c1ccc(C)cc1, CO, CCOC(=O)C(F)(F)F, [Na+]. Product: Cc1ccc(C(=O)CC(=O)C(F)(F)F)cc1. As a reaction SMILES: [CH3:11][O-:12].[CH3:1][c:2]1[cH:3][cH:4][c:5]([C:8]([CH3:9])=[O:10])[cH:6][cH:7]1.[CH3:23][OH:24].[F:14][C:15]([C:16](=[O:17])[O:18][CH2:19][CH3:20])([F:21])[F:22].[Na+:13]>>[CH3:1][c:2]1[cH:3][cH:4][c:5]([C:8]([CH2:9][C:16]([C:15]([F:14])([F:21])[F:22])=[O:17])=[O:10])[cH:6][cH:7]1.